Dataset: the Open Reaction Database (ORD), a public repository of structured organic reaction records. Task: describe an organic reaction: reactants, conditions, products, and yield Reactants: COc1ccc2c(c1)CN(C1CCN(C(=O)OC(C)(C)C)CC1)C2=O, ClCCl, O=C(O)C(F)(F)F. The product is O=C(O)C(F)(F)F, COc1ccc2c(c1)CN(C1CCNCC1)C2=O. RXN SMILES: [C:1]([O:2][C:3](=[O:4])[N:8]1[CH2:9][CH2:10][CH:11]([N:14]2[C:15](=[O:25])[c:16]3[cH:17][cH:18][c:19]([O:23][CH3:24])[cH:20][c:21]3[CH2:22]2)[CH2:12][CH2:13]1)([CH3:5])([CH3:6])[CH3:7].[Cl:33][CH2:34][Cl:35].[F:26][C:27]([C:28](=[O:29])[OH:30])([F:31])[F:32]>>[F:26][C:27]([C:28](=[O:29])[OH:30])([F:31])[F:32].[NH:8]1[CH2:9][CH2:10][CH:11]([N:14]2[C:15](=[O:25])[c:16]3[cH:17][cH:18][c:19]([O:23][CH3:24])[cH:20][c:21]3[CH2:22]2)[CH2:12][CH2:13]1. Starting materials: CN1CCC(O)C1, COC(=O)C(O)(c1cccs1)c1cccs1, Cc1ccccc1. Yields the product CN1CCC(OC(=O)C(O)(c2cccs2)c2cccs2)C1. Reaction SMILES: [CH3:17][N:18]1[CH2:19][CH:20]([OH:23])[CH2:21][CH2:22]1.[CH3:1][O:2][C:3]([C:4]([c:5]1[s:6][cH:7][cH:8][cH:9]1)([c:10]1[s:11][cH:12][cH:13][cH:14]1)[OH:15])=[O:16].[CH3:24][c:25]1[cH:26][cH:27][cH:28][cH:29][cH:30]1>>[CH:1]1([O:2][C:3]([C:4]([c:5]2[s:6][cH:7][cH:8][cH:9]2)([c:10]2[s:11][cH:12][cH:13][cH:14]2)[OH:15])=[O:16])[CH2:20][CH2:19][N:18]([CH3:17])[CH2:22]1. The reactants are C(C)OC(CCNC(=O)C1=CNC(=C1)C1=NC=CC(=C1)OC1=CC=C(C=C1)NC(=O)NC1=C(C=CC(=C1)C)F)OCC (N-(3,3-diethoxypropyl)-5-{4-[4-({[(2-fluoro-5-methylphenyl)amino]carbonyl}amino)phenoxy]pyridin-2-yl}-1H-pyrrole-3-carboxamide), Cl (HCl), O (water). Run in C1CCOC1 (THF). Conditions: time 1.5 hour. Yields the product FC1=C(C=C(C=C1)C)NC(=O)NC1=CC=C(OC2=CC(=NC=C2)C2=CC(=CN2)C(=O)NCCC=O)C=C1 (5-{4-[4-({[(2-fluoro-5-methylphenyl)amino]carbonyl}amino)phenoxy]pyridin-2-yl}-N-(3-oxopropyl)-1H-pyrrole-3-carboxamide). RXN SMILES: C([O:3][CH:4](OCC)[CH2:5][CH2:6][NH:7][C:8]([C:10]1[CH:14]=[C:13]([C:15]2[CH:20]=[C:19]([O:21][C:22]3[CH:27]=[CH:26][C:25]([NH:28][C:29]([NH:31][C:32]4[CH:37]=[C:36]([CH3:38])[CH:35]=[CH:34][C:33]=4[F:39])=[O:30])=[CH:24][CH:23]=3)[CH:18]=[CH:17][N:16]=2)[NH:12][CH:11]=1)=[O:9])C.Cl.O>C1COCC1>[F:39][C:33]1[CH:34]=[CH:35][C:36]([CH3:38])=[CH:37][C:32]=1[NH:31][C:29]([NH:28][C:25]1[CH:24]=[CH:23][C:22]([O:21][C:19]2[CH:18]=[CH:17][N:16]=[C:15]([C:13]3[NH:12][CH:11]=[C:10]([C:8]([NH:7][CH2:6][CH2:5][CH:4]=[O:3])=[O:9])[CH:14]=3)[CH:20]=2)=[CH:27][CH:26]=1)=[O:30]. Reported procedure: To a stirred solution of N-(3,3-diethoxypropyl)-5-{4-[4-({[(2-fluoro-5-methylphenyl)amino]carbonyl}amino)phenoxy]pyridin-2-yl}-1H-pyrrole-3-carboxamide (800 mg, 1.39 mmol) in 10 ml of THF was added 2M HCl (1 ml, 1 mmol). The mixture was stirred at room temperature under nitrogen for 1.5 hours, and poured into 100 ml of water with vigorous stirring. The precipitates were filtered, washed with water, and dried in vacuo to give 5-{4-[4-({[(2-fluoro-5-methylphenyl)amino]carbonyl}amino)phenoxy]pyridi... The reactants are Cl.C1=CC=CC2=NC(=C3C=CC=CC3=C12)NNC1=CC=CC=C1 (N-phenanthridin-6-yl-N′-phenylhydrazine hydrochloride), C(OCC)(OCC)OCC (triethyl orthoformate). Yields the product [Cl-].C1(=CC=CC=C1)[N+]=1N=CN2C=3C=CC=CC3C=3C=CC=CC3C21 (1-Phenyl-1,2,4-triazolo[4,3-f]phenanthridinium chloride). RXN SMILES: [ClH:1].[CH:2]1[C:15]2[C:6](=[N:7][C:8]([NH:16][NH:17][C:18]3[CH:23]=[CH:22][CH:21]=[CH:20][CH:19]=3)=[C:9]3[C:14]=2[CH:13]=[CH:12][CH:11]=[CH:10]3)[CH:5]=[CH:4][CH:3]=1.[CH:24](OCC)(OCC)OCC>>[Cl-:1].[C:18]1([N+:17]2[N:16]=[CH:8][N:7]3[C:24]=2[C:9]2[CH:10]=[CH:11][CH:12]=[CH:13][C:14]=2[C:15]2[CH:2]=[CH:3][CH:4]=[CH:5][C:6]3=2)[CH:23]=[CH:22][CH:21]=[CH:20][CH:19]=1 |f:0.1,3.4|. Procedure details: A suspension of N-phenanthridin-6-yl-N′-phenylhydrazine hydrochloride (2.0 g, 6.2 mmol) in triethyl orthoformate (100 ml) is stirred under reflux under argon for 17 h. After cooling to room temperature, the mixture is concentrated and the precipitate is filtered off and washed with petroleum ether, methyl tert-butyl ether and acetone. Yield: 1.2 g (57%). The reactants are N (ammonia), OC(C#N)(CC(C)C)C (2-hydroxy-2,4-dimethylpentanonitrile), 300. The solvent is O (water). Product: NC(C#N)(CC(C)C)C (2-amino-2,4-dimethylpentanonitrile). RXN SMILES: [NH3:1].O[C:3]([CH3:10])([CH2:6][CH:7]([CH3:9])[CH3:8])[C:4]#[N:5]>O>[NH2:1][C:3]([CH3:10])([CH2:6][CH:7]([CH3:9])[CH3:8])[C:4]#[N:5]. Procedure details: To a 1-liter autoclave were added 7 moles of ammonia and then 3.5 moles of 90%-pure 2-hydroxy-2,4-dimethylpentanonitrile, and the mixture was reacted at 27° C. for 10 hours at a rate of 300 r.p.m. Thus, 2-amino-2,4-dimethylpentanonitrile was synthesized. After reaction, the reaction mixture was taken out of the autoclave, and 44 g of the water phase was separated. The residue was distilled in a wetted wall tower under the following conditions: Temperature of the heating portion 25° C.; pressure ... The reactants are O (H2O), C\C=C\C1=CC=CC=C1 (trans-β-methylstyrene), Co(OAc)2. Product: C(C1=CC=CC=C1)=O (benzaldehyde), C1(=CC=CC=C1)C1C(C)O1 (1-phenylpropylene oxide). Yield: 86.0%. Reaction SMILES: [CH3:1]/[CH:2]=[CH:3]/[C:4]1[CH:9]=[CH:8][CH:7]=[CH:6][CH:5]=1.[OH2:10]>>[CH:3](=[O:10])[C:4]1[CH:9]=[CH:8][CH:7]=[CH:6][CH:5]=1.[C:4]1([CH:3]2[O:10][CH:2]2[CH3:1])[CH:9]=[CH:8][CH:7]=[CH:6][CH:5]=1. Procedure: The metal-catalyzed epoxidation of trans-β-methylstyrene was performed as described in Example 2 with the substitution of Co(OAc)2. 4 H2O (where OAc=acetate) (0.0058 g, 2.3×10-5 moles) as the catalyst. After 16 hours of reaction, the complete oxidation of the substrate produced benzaldehyde (14%) and 1-phenylpropylene oxide (86%). Reactants: NC1=NC(=NC=C1N)C1=CC=CC=C1 (4,5-diamino-2-phenylpyrimidine), C(C)(C)(C)S(=O)(=O)N[C@H]1CC[C@H](CC1)C(=O)O (cis-4-tert-butylsulfonylaminocyclohexanecarboxylic acid). Yields the product C(C)(C)(C)S(=O)(=O)N[C@H]1CC[C@H](CC1)C1=NC2=NC(=NC=C2N1)C1=CC=CC=C1 (8-(cis-4-tert-butylsulfonylamino-cyclohexyl)-2-phenylpurine). As a reaction SMILES: [NH2:1][C:2]1[C:7]([NH2:8])=[CH:6][N:5]=[C:4]([C:9]2[CH:14]=[CH:13][CH:12]=[CH:11][CH:10]=2)[N:3]=1.[C:15]([S:19]([NH:22][C@@H:23]1[CH2:28][CH2:27][C@H:26]([C:29](O)=O)[CH2:25][CH2:24]1)(=[O:21])=[O:20])([CH3:18])([CH3:17])[CH3:16]>>[C:15]([S:19]([NH:22][C@@H:23]1[CH2:24][CH2:25][C@H:26]([C:29]2[NH:8][C:7]3[C:2](=[N:3][C:4]([C:9]4[CH:14]=[CH:13][CH:12]=[CH:11][CH:10]=4)=[N:5][CH:6]=3)[N:1]=2)[CH2:27][CH2:28]1)(=[O:21])=[O:20])([CH3:18])([CH3:16])[CH3:17]. Procedure details: By following the same procedure as described in Example 1 except that use was made of 4,5-diamino-2-phenylpyrimidine and cis-4-tert-butylsulfonylaminocyclohexanecarboxylic acid in place of 4-trifluoromethyl-1,2-phenylenediamine, the title compound was prepared. Starting materials: FC(C(=O)O)(F)F.C(#N)C1=C(C=C(C=C1)C(C=1N(C=NC1)C)(C1=CC=C(C=C1)F)NCCCNS(=O)(=O)C1=CC(=CC=C1)O)F (N-(3-{[1-(4-Cyano-3-fluoro-phenyl)-1-(4-fluoro-phenyl)-1-(3-methyl-3H-imidazol-4-yl)-methyl]-amino}-propyl)-3-hydroxy-benzenesulfonamide trifluoroacetate salt), C(=O)([O-])[O-].[Cs+].[Cs+] (Cs2CO3). The solvent is CN(C)C=O (DMF). Run at time 3 hour. Product: FC(C(=O)[O-])(F)F.FC(C(=O)[O-])(F)F.C(#N)C1=CC=C2C([NH2+]CCCNS(C3=CC=CC(OC1=C2)=C3)(=O)=O)(C3=CN=C[NH+]3C)C3=CC=C(C=C3)F (18-cyano-14-(4-fluorophenyl)-14-(1-methyl-1H-imidazol-1-ium-5-yl)-2-oxa-8-thia-9-aza-13-azoniatricyclo[13.3.1.13,7]icosa-1(19),3(20),4,6,15,17-hexaene 8,8-dioxide bis(2,2,2-trifluoroacetate)). As a reaction SMILES: [F:1][C:2]([F:7])([F:6])[C:3]([OH:5])=[O:4].[C:8]([C:10]1[CH:15]=[CH:14][C:13]([C:16]([NH:30][CH2:31][CH2:32][CH2:33][NH:34][S:35]([C:38]2[CH:43]=[CH:42][CH:41]=[C:40]([OH:44])[CH:39]=2)(=[O:37])=[O:36])([C:23]2[CH:28]=[CH:27][C:26]([F:29])=[CH:25][CH:24]=2)[C:17]2[N:18]([CH3:22])[CH:19]=[N:20][CH:21]=2)=[CH:12][C:11]=1F)#[N:9].C([O-])([O-])=O.[Cs+].[Cs+]>CN(C=O)C>[F:1][C:2]([F:7])([F:6])[C:3]([O-:5])=[O:4].[F:1][C:2]([F:7])([F:6])[C:3]([O-:5])=[O:4].[C:8]([C:10]1[C:15]2=[CH:14][C:13]([C:16]([C:23]3[CH:28]=[CH:27][C:26]([F:29])=[CH:25][CH:24]=3)([C:17]3[NH+:18]([CH3:22])[CH:19]=[N:20][CH:21]=3)[NH2+:30][CH2:31][CH2:32][CH2:33][NH:34][S:35](=[O:37])(=[O:36])[C:38]3[CH:39]=[C:40]([O:44]2)[CH:41]=[CH:42][CH:43]=3)=[CH:12][CH:11]=1)#[N:9] |f:0.1,2.3.4,6.7.8|. Reported procedure: N-(3-{[1-(4-Cyano-3-fluoro-phenyl)-1-(4-fluoro-phenyl)-1-(3-methyl-3H-imidazol-4-yl)-methyl]-amino}-propyl)-3-hydroxy-benzenesulfonamide trifluoroacetate salt (0.105 g, 0.137 mmol) was dissolved in DMF (20 mL) and treated with Cs2CO3 (0.223 g, 0.69 mmol). After 3 h at 80° C., the reaction mixture was concentrated in vacuo, dissolved in H2O: 0.1% TFA (3 mL), purified by RP LC on a Delta PrepPak eluting with 95:5 to 5:95 H2O(0.1%TFA): CH3CN(0.1%TFA) and lyophilized to give the title compound. MS (... Starting materials: BrC(C(=O)O)C(CCCCCCCCCCC(C(C(=O)O)Br)(C)C)(C)C (2,15-Dibromo-3,3,14-,14-tetramethylhexadecane-1,16-dioic acid), CO (methanol), C[O-].[Na+] (sodium methylate). Solvent: O (water). Reaction conditions: temperature 60 celsius. Yields the product COC(C(=O)O)C(CCCCCCCCCCC(C(C(=O)O)OC)(C)C)(C)C (2,15-Dimethoxy-3,3,14,14-tetramethylhexadecane-1,16-dioic acid). Reaction SMILES: Br[CH:2]([C:6]([CH3:26])([CH3:25])[CH2:7][CH2:8][CH2:9][CH2:10][CH2:11][CH2:12][CH2:13][CH2:14][CH2:15][CH2:16][C:17]([CH3:24])([CH3:23])[CH:18](Br)[C:19]([OH:21])=[O:20])[C:3]([OH:5])=[O:4].[CH3:27][OH:28].[CH3:29][O-:30].[Na+]>O>[CH3:27][O:28][CH:2]([C:6]([CH3:26])([CH3:25])[CH2:7][CH2:8][CH2:9][CH2:10][CH2:11][CH2:12][CH2:13][CH2:14][CH2:15][CH2:16][C:17]([CH3:24])([CH3:23])[CH:18]([O:30][CH3:29])[C:19]([OH:21])=[O:20])[C:3]([OH:5])=[O:4] |f:2.3|. Procedure: 1.21 g. 2,15-Dibromo-3,3,14-,14-tetramethylhexadecane-1,16-dioic acid, prepared according to Example 9 of EP-OS No. 0 081 930, was dissolved in 50 ml. methanol, in which are contained 0.58 g. sodium methylate. Thereafter, 64 ml. water were added thereto and the mixture heated to 60° C. for 4 days. The solvent was evaporated to dryness and the crude product dissolved in water, washed with ether, acidified with HCl and extracted with ether. The ether extract was dried over anhydrous magnesium sulp...